Dataset: the Open Reaction Database (ORD), a public repository of structured organic reaction records. Task: describe an organic reaction: reactants, conditions, products, and yield Reactants: CC#N, COc1cc(Cl)c(Cc2nnc(-c3ccco3)s2)cc1C1OC(CO)C(O)C(O)C1O, N#Cc1ccc(O)cc1Cl, O=C1CCC(=O)N1Br, O=S(=O)(O)C(F)(F)F. The product is N#Cc1cc(Br)c(O)cc1Cl. As a reaction SMILES: [CH3:58][C:59]#[N:60].[Cl:11][c:12]1[c:13]([CH2:14][c:15]2[s:16][c:17](-[c:18]3[o:19][cH:20][cH:21][cH:22]3)[n:23][n:24]2)[cH:25][c:26]([CH:27]2[CH:28]([OH:29])[CH:30]([OH:31])[CH:32]([OH:33])[CH:34]([CH2:35][OH:36])[O:37]2)[c:38]([O:39][CH3:40])[cH:41]1.[Cl:1][c:2]1[c:3]([C:4]#[N:5])[cH:6][cH:7][c:8]([OH:10])[cH:9]1.[O:50]=[C:51]1[N:52]([Br:57])[C:53](=[O:54])[CH2:55][CH2:56]1.[OH:42][S:43]([C:44]([F:45])([F:46])[F:47])(=[O:48])=[O:49]>>[Cl:1][c:2]1[c:3]([C:4]#[N:5])[cH:6][c:7]([Br:57])[c:8]([OH:10])[cH:9]1. Reaction SMILES: [Br:18][c:19]1[cH:20][c:21]2[c:22]([cH:34][cH:35]1)-[c:23]1[n:24][c:25]([C:31](=[O:32])[Cl:33])[s:26][c:27]1[CH2:28][CH2:29][O:30]2.[CH3:13][N:14]([CH3:15])[CH:16]=[O:17].[CH3:1][NH:2][CH:3]([CH3:4])[CH3:5].[CH3:36][CH2:37][O:38][C:39](=[O:40])[CH3:41].[CH:6]([NH:7][CH:8]([CH3:9])[CH3:10])([CH3:11])[CH3:12]>>[CH3:1][N:2]([CH:3]([CH3:4])[CH3:5])[C:31]([c:25]1[n:24][c:23]2[c:27]([s:26]1)[CH2:28][CH2:29][O:30][c:21]1[cH:20][c:19]([Br:18])[cH:35][cH:34][c:22]1-2)=[O:32]. Starting materials: O=C(Cl)c1nc2c(s1)CCOc1cc(Br)ccc1-2, CN(C)C=O, CNC(C)C, CCOC(C)=O, CC(C)NC(C)C. Product: CC(C)N(C)C(=O)c1nc2c(s1)CCOc1cc(Br)ccc1-2.